From a dataset of the Open Reaction Database (ORD), a public repository of structured organic reaction records. describe an organic reaction: reactants, conditions, products, and yield The reactants are BrC1=CC2=C(CCCC(C2=O)C(=O)OC)C=C1 (methyl 3-bromo-5-oxo-6,7,8,9-tetrahydro-5H-benzo[7]annulene-6-carboxylate), [BH4-].[Na+] (NaBH4). Solvent: CO (MeOH). Reaction conditions: temperature 0 celsius, time 30 minute. The product is BrC1=CC2=C(CCCC(C2O)C(=O)OC)C=C1 (methyl 3-bromo-5-hydroxy-6,7,8,9-tetrahydro-5H-benzo[7]annulene-6-carboxylate). Isolated yield 65.2%. RXN SMILES: [Br:1][C:2]1[CH:17]=[CH:16][C:5]2[CH2:6][CH2:7][CH2:8][CH:9]([C:12]([O:14][CH3:15])=[O:13])[C:10](=[O:11])[C:4]=2[CH:3]=1.[BH4-].[Na+]>CO>[Br:1][C:2]1[CH:17]=[CH:16][C:5]2[CH2:6][CH2:7][CH2:8][CH:9]([C:12]([O:14][CH3:15])=[O:13])[CH:10]([OH:11])[C:4]=2[CH:3]=1 |f:1.2|. Procedure: To a solution of the crude methyl 3-bromo-5-oxo-6,7,8,9-tetrahydro-5H-benzo[7]annulene-6-carboxylate from step A2 (350 mg, 1.18 mmol) in MeOH (5 mL) was slowly added NaBH4 (44.6 mg, 1.18 mmol) at 0° C. The mixture was stirred at 0° C. for 30 min. The solvent was removed in vacuo at rt. EtOAc (100 mL) was added and the organic layer was washed with water. The organic layer was concentrated, and the residue was purified using silica gel column chromatography (hexanes-60% EtOAc) to give methyl 3-br... The reactants are C(C)(C)(C)OC(=O)C=1C=NN(C1C)C1=CC(=C(C=C1)F)Cl (1-(3-Chloro-4-fluoro-phenyl)-5-methyl-1H-pyrazole-4-carboxylic acid tert-butyl ester), Cl (HCl), O1CCOCC1 (dioxane). Run at time 16 hour. The product is ClC=1C=C(C=CC1F)N1N=CC(=C1C)C(=O)O (1-(3-chloro-4-fluoro-phenyl)-5-methyl-1H-pyrazole-4-carboxylic acid). Isolated yield 31.2%. Reaction SMILES: C([O:5][C:6]([C:8]1[CH:9]=[N:10][N:11]([C:14]2[CH:19]=[CH:18][C:17]([F:20])=[C:16]([Cl:21])[CH:15]=2)[C:12]=1[CH3:13])=[O:7])(C)(C)C.Cl.O1CCOCC1>>[Cl:21][C:16]1[CH:15]=[C:14]([N:11]2[C:12]([CH3:13])=[C:8]([C:6]([OH:7])=[O:5])[CH:9]=[N:10]2)[CH:19]=[CH:18][C:17]=1[F:20]. Procedure details: 1-(3-Chloro-4-fluoro-phenyl)-5-methyl-1H-pyrazole-4-carboxylic acid tert-butyl ester (2.1 g, 6.8 mmol) is treated with cold HCl in dioxane (4.0 N solution, 10 mL, 40 mmol) and stirred for 16 hours at room temperature. The resultant precipitate is collected by filtration, washed with dioxane (2×1 mL) and dried to afford 1-(3-chloro-4-fluoro-phenyl)-5-methyl-1H-pyrazole-4-carboxylic acid as a tan solid (540 mg, 31%).